The task is: describe an organic reaction: reactants, conditions, products, and yield. This data is from the Open Reaction Database (ORD), a public repository of structured organic reaction records. Starting materials: C(C)(C)(C)OC(=O)N1CCC(CC1)OC1=C(C=C(C=C1C)[N+](=O)[O-])C(=O)OC (4-(1-t-butoxycarbonylpiperidin-4-yloxy)-3-methoxycarbonyl-5-methylnitrobenzene), CCCCCC (hexane). Run in Cl (hydrochloric acid). Run at temperature 40 celsius, time 2 hour. Yields the product C(C)(C)(C)OC(=O)N1CCC(CC1)OC1=C(C=C(C=C1C)[N+](=O)[O-])C(=O)O (4-(1-t-Butoxycarbonylpiperidin-4-yloxy)-3-carboxy-5-methylnitrobenzene). Yield: 93.3%. As a reaction SMILES: [C:1]([O:5][C:6]([N:8]1[CH2:13][CH2:12][CH:11]([O:14][C:15]2[C:20]([CH3:21])=[CH:19][C:18]([N+:22]([O-:24])=[O:23])=[CH:17][C:16]=2[C:25]([O:27]C)=[O:26])[CH2:10][CH2:9]1)=[O:7])([CH3:4])([CH3:3])[CH3:2].CCCCCC>Cl>[C:1]([O:5][C:6]([N:8]1[CH2:9][CH2:10][CH:11]([O:14][C:15]2[C:20]([CH3:21])=[CH:19][C:18]([N+:22]([O-:24])=[O:23])=[CH:17][C:16]=2[C:25]([OH:27])=[O:26])[CH2:12][CH2:13]1)=[O:7])([CH3:4])([CH3:2])[CH3:3]. Reported procedure: A solution of 4-(1-t-butoxycarbonylpiperidin-4-yloxy)-3-methoxycarbonyl-5-methylnitrobenzene (4.0 g) in concentrated hydrochloric acid (40 ml) was stirred at 75° C. for 7 hours. The reaction mixture was concentrated in vacuo. To a solution of the residual colorless solid in a mixture of water (20 ml) and acetone (20 ml) were added sodium hydrogencarbonate (1.9 g) and di-t-butyl dicarbonate (2.7 g) in an ice bath. The resulting mixture was stirred at 40° C. for 2 hours. The reaction mixture was e...